This data is from the Open Reaction Database (ORD), a public repository of structured organic reaction records. The task is: describe an organic reaction: reactants, conditions, products, and yield Starting materials: O=C1Nc2ccc(F)cc2C1=O, [K+], O=C1Nc2ccccc2C1=O, [OH-], O. Yields the product Nc1ccc(F)cc1C(=O)C(=O)[O-], [K+]. RXN SMILES: [F:3][c:4]1[cH:5][c:6]2[c:10]([cH:11][cH:12]1)[NH:9][C:8](=[O:13])[C:7]2=[O:14].[K+:2].[O:15]=[C:16]1[C:17](=[O:18])[c:19]2[c:20]([cH:21][cH:22][cH:23][cH:24]2)[NH:25]1.[OH-:1].[OH2:26]>>[F:3][c:4]1[cH:5][c:6]([C:7]([C:8](=[O:13])[O-:15])=[O:14])[c:10]([NH2:9])[cH:11][cH:12]1.[K+:2]. Starting materials: ClC1=C(C=CC(=C1)Cl)C(C#N)C(=O)C=1C=NC(=CC1)OC (2-(2,4-dichloro-phenyl)-3-(6-methoxy-pyridin-3-yl)-3-oxo-propionitrile), Cl (HCl). The solvent is O1CCOCC1 (1,4-dioxane). Reaction conditions: temperature 80 celsius, time 21 hour. Product: ClC1=C(C=CC(=C1)Cl)CC(=O)C=1C=CC(NC1)=O (5-[2-(2,4-Dichloro-phenyl)-acetyl]-1H-pyridin-2-one). Yield: 70.4%. Reaction SMILES: [Cl:1][C:2]1[CH:7]=[C:6]([Cl:8])[CH:5]=[CH:4][C:3]=1[CH:9]([C:12]([C:14]1[CH:15]=[N:16][C:17]([O:20]C)=[CH:18][CH:19]=1)=[O:13])C#N.Cl>O1CCOCC1>[Cl:1][C:2]1[CH:7]=[C:6]([Cl:8])[CH:5]=[CH:4][C:3]=1[CH2:9][C:12]([C:14]1[CH:19]=[CH:18][C:17](=[O:20])[NH:16][CH:15]=1)=[O:13]. Reported procedure: To a solution of 2-(2,4-dichloro-phenyl)-3-(6-methoxy-pyridin-3-yl)-3-oxo-propionitrile (1.358 g) in 1,4-dioxane (6 ml) was added concentrated aqueous HCl (11.5 ml). The mixture was stirred for 21 h at 80° C. The solvent was evaporated and the residue was suspended in water (30 ml). The pH was adjusted to 7 using concentrated aqueous NaHCO3 solution. The solid was filtered off, washed with water and dried to give the title compound as a colorless solid (0.84 g). MS (m/e, ISP neg. ion)=281.1 [M−H... Reported procedure: The title compound was prepared according to the procedure described in Example 13 Step 3 by using (2S)—(S)-1-(4-(4-(7-methoxyquinolin-4-yloxy)-3-fluoro-phenylcarbamoyl)-2,3-dihydro-5-methyl-3-oxo-2-phenylpyrazol-1-yl)propan-2-yl2-aminopropanoate (61.3 mg, 0.1 mmol) and benzoic acid (48.8 mg, 0.4 mmol, Shantou Xilong Chemical Factory). The title compound was obtained as a pale yellow solid (64.1 mg, 75%). Starting materials: COC1=CC=C2C(=CC=NC2=C1)OC1=C(C=C(C=C1)NC(=O)C=1C(N(N(C1C)C[C@H](C)OC([C@H](C)N)=O)C1=CC=CC=C1)=O)F ((2S)—(S)-1-(4-(4-(7-methoxyquinolin-4-yloxy)-3-fluoro-phenylcarbamoyl)-2,3-dihydro-5-methyl-3-oxo-2-phenylpyrazol-1-yl)propan-2-yl2-aminopropanoate), C(C1=CC=CC=C1)(=O)O (benzoic acid). Yield: 75.0%. RXN SMILES: [CH3:1][O:2][C:3]1[CH:12]=[C:11]2[C:6]([C:7]([O:13][C:14]3[CH:19]=[CH:18][C:17]([NH:20][C:21]([C:23]4[C:24](=[O:44])[N:25]([C:38]5[CH:43]=[CH:42][CH:41]=[CH:40][CH:39]=5)[N:26]([CH2:29][C@@H:30]([O:32][C:33](=[O:37])[C@@H:34]([NH2:36])[CH3:35])[CH3:31])[C:27]=4[CH3:28])=[O:22])=[CH:16][C:15]=3[F:45])=[CH:8][CH:9]=[N:10]2)=[CH:5][CH:4]=1.[C:46]([OH:54])(=[O:53])[C:47]1[CH:52]=[CH:51][CH:50]=[CH:49][CH:48]=1>>[C:46]([OH:54])(=[O:53])[C:47]1[CH:52]=[CH:51][CH:50]=[CH:49][CH:48]=1.[F:45][C:15]1[CH:16]=[C:17]([NH:20][C:21]([C:23]2[C:24](=[O:44])[N:25]([C:38]3[CH:39]=[CH:40][CH:41]=[CH:42][CH:43]=3)[N:26]([CH2:29][C@@H:30]([O:32][C:33](=[O:37])[C@@H:34]([NH2:36])[CH3:35])[CH3:31])[C:27]=2[CH3:28])=[O:22])[CH:18]=[CH:19][C:14]=1[O:13][C:7]1[C:6]2[C:11](=[CH:12][C:3]([O:2][CH3:1])=[CH:4][CH:5]=2)[N:10]=[CH:9][CH:8]=1 |f:2.3|. The product is C(C1=CC=CC=C1)(=O)O.FC=1C=C(C=CC1OC1=CC=NC2=CC(=CC=C12)OC)NC(=O)C=1C(N(N(C1C)C[C@H](C)OC([C@H](C)N)=O)C1=CC=CC=C1)=O ((S)—((S)-1-(4-(3-fluoro-4-(7-methoxyquinolin-4-yloxy)phenylcarbamoyl)-5-methyl-3-oxo-2-phenyl-2,3-dihydropyrazol-1-yl)propan-2-yl)2-aminopropanoate benzoate), solid.